This data is from the Open Reaction Database (ORD), a public repository of structured organic reaction records. The task is: describe an organic reaction: reactants, conditions, products, and yield The reactants are ClC(Cl)(Cl)Cl, CCOC(=O)Cc1cccc(F)c1, O=C1CCC(=O)N1Br. The product is CCOC(=O)C(Br)c1cccc(F)c1. RXN SMILES: [Cl:22][C:23]([Cl:24])([Cl:25])[Cl:26].[F:1][c:2]1[cH:3][c:4]([CH2:8][C:9](=[O:10])[O:11][CH2:12][CH3:13])[cH:5][cH:6][cH:7]1.[O:14]=[C:15]1[N:16]([Br:21])[C:17](=[O:18])[CH2:19][CH2:20]1>>[F:1][c:2]1[cH:3][c:4]([CH:8]([C:9](=[O:10])[O:11][CH2:12][CH3:13])[Br:21])[cH:5][cH:6][cH:7]1. Reactants: [BH4-], CO, Clc1ccccc1, COC(=O)C(C)Nc1ccc(F)c(F)c1F, [Na+], O. Yields the product CC(CO)Nc1ccc(F)c(F)c1F. RXN SMILES: [BH4-:1].[CH3:19][OH:20].[Cl:22][c:23]1[cH:24][cH:25][cH:26][cH:27][cH:28]1.[F:3][c:4]1[c:5]([NH:6][CH:7]([C:8](=[O:9])[O:10][CH3:11])[CH3:12])[cH:13][cH:14][c:15]([F:18])[c:16]1[F:17].[Na+:2].[OH2:21]>>[F:3][c:4]1[c:5]([NH:6][CH:7]([CH2:8][OH:9])[CH3:12])[cH:13][cH:14][c:15]([F:18])[c:16]1[F:17]. Reactants: C(C)OCC1=C(C=CC(=C1)[N+](=O)[O-])N1C(C=2C(C1=O)=CC(=CC2)Cl)=O (N-(2-ethoxymethyl-4-nitrophenyl)-4-chlorophthalimide), [H][H] (hydrogen). Reagents/catalysts: [Rh] (rhodium on carbon). As a reaction SMILES: [CH2:1]([O:3][CH2:4][C:5]1[CH:10]=[C:9]([N+:11]([O-])=O)[CH:8]=[CH:7][C:6]=1[N:14]1[C:18](=[O:19])[C:17]2=[CH:20][C:21]([Cl:24])=[CH:22][CH:23]=[C:16]2[C:15]1=[O:25])[CH3:2].[H][H]>C(OCC)(=O)C.[Rh]>[CH2:1]([O:3][CH2:4][C:5]1[CH:10]=[C:9]([NH2:11])[CH:8]=[CH:7][C:6]=1[N:14]1[C:18](=[O:19])[C:17]2=[CH:20][C:21]([Cl:24])=[CH:22][CH:23]=[C:16]2[C:15]1=[O:25])[CH3:2]. Yields the product C(C)OCC1=C(C=CC(=C1)N)N1C(C=2C(C1=O)=CC(=CC2)Cl)=O (N-(2-ethoxymethyl-4-aminophenyl)-4-chlorophthalimide). The solvent is C(C)(=O)OCC (ethyl acetate). Procedure: The solution of 300 mg of N-(2-ethoxymethyl-4-nitrophenyl)-4-chlorophthalimide in 40 ml of ethyl acetate is hydrogenated with 200 mg of 5% rhodium on carbon at 2.5 atmospheres of hydrogen pressure for 3 hours. After filtration from the catalyst the residue is refluxed for 24 hours in 5 ml of xylene, the solution evaporated and the residue crystallized from diethyl ether, to give the N-(2-ethoxymethyl-4-aminophenyl)-4-chlorophthalimide melting at 154°-156°. Reactants: CC=1C=CC(=C(C1)S(=O)(=O)N)OCC#C (5-methyl-2-propargyloxyphenylsulfonamide), C(CCC)N=C=O (n-butylisocyanate), C(=O)(Cl)Cl (phosgene). The reagents and catalysts are N12CCN(CC1)CC2 (1,4-diazabicyclo(2,2,2)octane). Run in C=1(C(=CC=CC1)C)C (xylene). Yields the product CC=1C=CC(=C(C1)S(=O)(=O)N=C=O)OCC#C (5-Methyl-2-propargyloxyphenylsulfonylisocyanate). Yield: 112.5%. RXN SMILES: [CH3:1][C:2]1[CH:3]=[CH:4][C:5]([O:12][CH2:13][C:14]#[CH:15])=[C:6]([S:8]([NH2:11])(=[O:10])=[O:9])[CH:7]=1.C(N=[C:21]=[O:22])CCC.C(Cl)(Cl)=O>N12CCN(CC1)CC2.C1(C)C(C)=CC=CC=1>[CH3:1][C:2]1[CH:3]=[CH:4][C:5]([O:12][CH2:13][C:14]#[CH:15])=[C:6]([S:8]([N:11]=[C:21]=[O:22])(=[O:9])=[O:10])[CH:7]=1. Procedure: A mixture of 22.4 g of 5-methyl-2-propargyloxyphenylsulfonamide, 9.9 g of n-butylisocyanate, 0.3 g of 1,4-diazabicyclo(2,2,2)octane and 350 ml of absolute xylene is refluxed for 30 minutes; and about 20 g of phosgene are subsequently introduced at 115°-120° C. during 2 hours. After the excess of phosgene has been removed from the reaction mixture by feeding in nitrogen, the mixture is cooled to room temperature, filtered, and concentrated in vacuo. There is thus obtained as crude product 28.1 g ... Starting materials: NC1=C(C=CC=C1)C(CCCO)=O (1-(o-aminophenyl)-4-hydroxy-1-butanone), Cl (HCl). The solvent is O (water). Yields the product Cl.NC1=C(C=CC=C1)C(CCCCl)=O (1-(o-aminophenyl)-4-chloro-1-butanone hydrochloride). Yield: 73.0%. Reaction SMILES: [NH2:1][C:2]1[CH:7]=[CH:6][CH:5]=[CH:4][C:3]=1[C:8](=[O:13])[CH2:9][CH2:10][CH2:11]O.[ClH:14]>O>[ClH:14].[NH2:1][C:2]1[CH:7]=[CH:6][CH:5]=[CH:4][C:3]=1[C:8](=[O:13])[CH2:9][CH2:10][CH2:11][Cl:14] |f:3.4|. Reported procedure: A mixture of 9.3 g (5.1 mmol) of 1-(o-aminophenyl)-4-hydroxy-1-butanone, 26 mL of water and 90 mL of 37% HCl is refluxed for about 6.5 hours, cooled and filtered to afford 8.0 g of 1-(o-aminophenyl)-4-chloro-1-butanone hydrochloride. Extraction of the aqueous mother liquor with methylene chloride gives an additional 1.10 g of the title product for an overall yield of 73% (mp 142-145° C.). The product is identified by NMR and MS analyses. Starting materials: COC(=O)C(O)CNC(=O)c1ccc(CN(C(=O)OC(C)(C)C)c2ccc(C3CCCCC3)cc2)cc1, CCOC(C)=O, Cl. Product: COC(=O)C(O)CNC(=O)c1ccc(CNc2ccc(C3CCCCC3)cc2)cc1. As a reaction SMILES: [CH3:1][O:2][C:3]([CH:4]([CH2:5][NH:6][C:7]([c:8]1[cH:9][cH:10][c:11]([CH2:14][N:15]([c:16]2[cH:17][cH:18][c:19]([CH:22]3[CH2:23][CH2:24][CH2:25][CH2:26][CH2:27]3)[cH:20][cH:21]2)[C:28]([O:29][C:30]([CH3:31])([CH3:32])[CH3:33])=[O:34])[cH:12][cH:13]1)=[O:35])[OH:36])=[O:37].[CH3:39][CH2:40][O:41][C:42](=[O:43])[CH3:44].[ClH:38]>>[CH3:1][O:2][C:3]([CH:4]([CH2:5][NH:6][C:7]([c:8]1[cH:9][cH:10][c:11]([CH2:14][NH:15][c:16]2[cH:17][cH:18][c:19]([CH:22]3[CH2:23][CH2:24][CH2:25][CH2:26][CH2:27]3)[cH:20][cH:21]2)[cH:12][cH:13]1)=[O:35])[OH:36])=[O:37]. The reactants are ClC1=C(C(=CC=C1)Cl)CS(=O)(=O)C=1C=C2CC(NC2=CC1)=O (5-(2,6-dichloro-phenylmethanesulfonyl)-1,3-dihydro-indol-2-one), OC1CCN(CC1)CC=1C(=C(NC1C)C=O)C (4-(4-hydroxy-piperidin-1-ylmethyl)-3,5-dimethyl-1H-pyrrole-2-carbaldehyde), N1CCCCC1 (piperidine). Solvent: C(C)O (ethanol). Product: ClC1=C(C(=CC=C1)Cl)CS(=O)(=O)C=1C=C2/C(/C(NC2=CC1)=O)=C/C=1NC(=C(C1C)CN1CCC(CC1)O)C (5-(2,6-Dichloro-phenylmethanesulfonyl)-3-[1-[4-(4-hydroxy-piperidin-1-ylmethyl)-3,5-dimethyl-1H-pyrrol-2-yl]-meth-(Z)-ylidene]-1,3-dihydro-indol-2-one). Reaction SMILES: [Cl:1][C:2]1[CH:7]=[CH:6][CH:5]=[C:4]([Cl:8])[C:3]=1[CH2:9][S:10]([C:13]1[CH:14]=[C:15]2[C:19](=[CH:20][CH:21]=1)[NH:18][C:17](=[O:22])[CH2:16]2)(=[O:12])=[O:11].[OH:23][CH:24]1[CH2:29][CH2:28][N:27]([CH2:30][C:31]2[C:32]([CH3:39])=[C:33]([CH:37]=O)[NH:34][C:35]=2[CH3:36])[CH2:26][CH2:25]1.N1CCCCC1>C(O)C>[Cl:8][C:4]1[CH:5]=[CH:6][CH:7]=[C:2]([Cl:1])[C:3]=1[CH2:9][S:10]([C:13]1[CH:14]=[C:15]2[C:19](=[CH:20][CH:21]=1)[NH:18][C:17](=[O:22])/[C:16]/2=[CH:37]\[C:33]1[NH:34][C:35]([CH3:36])=[C:31]([CH2:30][N:27]2[CH2:26][CH2:25][CH:24]([OH:23])[CH2:29][CH2:28]2)[C:32]=1[CH3:39])(=[O:12])=[O:11]. Reported procedure: A mixture of 5-(2,6-dichloro-phenylmethanesulfonyl)-1,3-dihydro-indol-2-one (150 mg, 0.42 mmol), 4-(4-hydroxy-piperidin-1-ylmethyl)-3,5-dimethyl-1H-pyrrole-2-carbaldehyde (99 mg, 1 eq.) and piperidine (0.5 eq.) in ethanol (2 mL) was stirred at rt for days. The reaction was concentrated and the residue was purified on a silica gel column to give the titled compound as a pale greenish-brown solid. Reactants: C(C=C)(=O)N (acrylamide), C(C=CC(=O)N)C=CC(=O)N (methylene-bisacrylamide), S(=O)(=O)([O-])OOS(=O)(=O)[O-].[NH4+].[NH4+] (ammonium persulfate), N,N'-dimethylaminopropionitrile, O=O (oxygen), C(C=CC1=CC=CC=C1)(=O)O (cinnamic acid), N (ammonia). Run in O (water). Reaction conditions: time 1 hour. The product is N[C@@H](CC1=CC=CC=C1)C(=O)O (phenylalanine). As a reaction SMILES: C([NH2:5])(=O)C=C.C(C=CC(N)=O)C=CC(N)=O.O=O.S(OOS([O-])(=O)=O)([O-])(=O)=O.[NH4+].[NH4+].[C:31]([OH:41])(=[O:40])[CH:32]=[CH:33][C:34]1[CH:39]=[CH:38][CH:37]=[CH:36][CH:35]=1.N>O>[NH2:5][C@H:32]([C:31]([OH:41])=[O:40])[CH2:33][C:34]1[CH:35]=[CH:36][CH:37]=[CH:38][CH:39]=1 |f:3.4.5|. Procedure details: One gram of microbial cells of Syncephalastrum racemosum IFO-4814, grown by the method described in Example 1, and one gram each of microbial cells of AJ-117128 (FERM P-7736, FERM BP-693) and AJ-6307 (FERM P-7892, FERM BP-694) grown by the method described in Example 2, were each suspended in 4 ml of deionized water. After cooling on ice, 750 mg of acrylamide and 45 mg of methylene-bisacrylamide were dissolved in each suspension, the oxygen was completely displaced by introducing nitrogen gas, 3... Reactants: C[Mg]Br (methylmagnesium bromide), C(C)OC(CCCN1C(C2=C(CC1)C(=NN2C2=CC=C(C=C2)OC)C(F)(F)F)=O)=O (4-[1-(4-methoxy-phenyl)-7-oxo-3-trifluoromethyl-1,4,5,7-tetrahydro-pyrazolo[3,4-c]pyridin-6-yl]-butyric acid ethyl ester). Solvent: O1CCCC1 (tetrahydrofuran). Reaction conditions: time 8 hour. Yields the product OC(CCCN1C(C2=C(CC1)C(=NN2C2=CC=C(C=C2)OC)C(F)(F)F)=O)(C)C (6-(4-Hydroxy-4-methyl-pentyl)-1-(4-methoxy-phenyl)-3-trifluoromethyl-1,4,5,6-tetrahydro-pyrazolo[3,4-c]pyridin-7-one). Reaction SMILES: C[Mg]Br.C(OC(=O)[CH2:8][CH2:9][CH2:10][N:11]1[CH2:16][CH2:15][C:14]2[C:17]([C:28]([F:31])([F:30])[F:29])=[N:18][N:19]([C:20]3[CH:25]=[CH:24][C:23]([O:26][CH3:27])=[CH:22][CH:21]=3)[C:13]=2[C:12]1=[O:32])C>O1CCCC1>[OH:26][C:23]([CH3:24])([CH3:22])[CH2:8][CH2:9][CH2:10][N:11]1[CH2:16][CH2:15][C:14]2[C:17]([C:28]([F:31])([F:29])[F:30])=[N:18][N:19]([C:20]3[CH:21]=[CH:22][C:23]([O:26][CH3:27])=[CH:24][CH:25]=3)[C:13]=2[C:12]1=[O:32]. Procedure details: 3M methylmagnesium bromide (0.682 g, 2.05 mmol) was added to 4-[1-(4-methoxy-phenyl)-7-oxo-3-trifluoromethyl-1,4,5,7-tetrahydro-pyrazolo[3,4-c]pyridin-6-yl]-butyric acid ethyl ester (0.348 g, 0.818 mmol) dissolved in tetrahydrofuran (10 mL). The reaction was stirred at rt overnight. The reaction was quenched with 1N hydrochloric acid (50 mL), extracted with ethyl acetate (3×50 mL), washed with brine (1×50 mL), dried over MgSO4, concentrated, and purified by flash chromatography using 0–100% ethy...